From a dataset of the Open Reaction Database (ORD), a public repository of structured organic reaction records. describe an organic reaction: reactants, conditions, products, and yield Starting materials: NCCN, Nc1cc(F)ccc1NC(=O)c1ccc(Cl)nc1. Product: NCCNc1ccc(C(=O)Nc2ccc(F)cc2N)cn1. As a reaction SMILES: [NH2:19][CH2:20][CH2:21][NH2:22].[NH2:1][c:2]1[c:3]([NH:9][C:10]([c:11]2[cH:12][n:13][c:14]([Cl:17])[cH:15][cH:16]2)=[O:18])[cH:4][cH:5][c:6]([F:8])[cH:7]1>>[NH2:1][c:2]1[c:3]([NH:9][C:10]([c:11]2[cH:12][n:13][c:14]([NH:19][CH2:20][CH2:21][NH2:22])[cH:15][cH:16]2)=[O:18])[cH:4][cH:5][c:6]([F:8])[cH:7]1. The reactants are C1(=CC=CC=C1)P(C1=CC=CC=C1)C1=CC=CC=C1 (triphenylphosphine), COC(=O)OC1=CC=C(C=C1)C1=CC=C(C=C1)C(=O)O (4'-Methoxycarbonyloxy-4-biphenylcarboxylic acid), C(CCCCCCC)O (octan-1-ol), N(=NC(=O)OCC)C(=O)OCC (diethyl azodicarboxylate), resultant solution, C1(=CC=CC=C1)P(C1=CC=CC=C1)C1=CC=CC=C1 (triphenylphosphine), N(=NC(=O)OCC)C(=O)OCC (DEAD), COC(=O)OC1=CC=C(C=C1)C1=CC=C(C=C1)C(=O)O (4'-Methoxycarbonyloxy-4-biphenylcarboxylic acid). Solvent: O1CCCC1 (tetrahydrofuran), O1CCCC1 (tetrahydrofuran). Product: C(CCCCCCC)OC(=O)C1=CC=C(C=C1)C1=CC=C(C=C1)OC(=O)OC (Octyl4'-methoxycarbonyloxy-4-biphenylcarboxylate). RXN SMILES: C1(P(C2C=CC=CC=2)C2C=CC=CC=2)C=CC=CC=1.[CH3:20][O:21][C:22]([O:24][C:25]1[CH:30]=[CH:29][C:28]([C:31]2[CH:36]=[CH:35][C:34]([C:37]([OH:39])=[O:38])=[CH:33][CH:32]=2)=[CH:27][CH:26]=1)=[O:23].[CH2:40](O)[CH2:41][CH2:42][CH2:43][CH2:44][CH2:45][CH2:46][CH3:47].N(C(OCC)=O)=NC(OCC)=O>O1CCCC1>[CH2:40]([O:38][C:37]([C:34]1[CH:35]=[CH:36][C:31]([C:28]2[CH:27]=[CH:26][C:25]([O:24][C:22]([O:21][CH3:20])=[O:23])=[CH:30][CH:29]=2)=[CH:32][CH:33]=1)=[O:39])[CH2:41][CH2:42][CH2:43][CH2:44][CH2:45][CH2:46][CH3:47]. Reported procedure: A solution of triphenylphosphine (3.78 g, 0.014 mol) in dry tetrahydrofuran (50 ml) was added to a stirred solution of compound 4 (3.92 g, 0.014 mol), octan-1-ol (1.88 g, 0.014 mol) and diethyl azodicarboxylate (DEAD) (2.51 g, 0.014 mol) in dry tetrahydrofuran (100 ml) under an atmosphere of dry nitrogen. The addition was such that the triphenylphosphine was added over 30 seconds in which time the solution became hot and the white solid (4) and orange colour (DEAD) disappeared. The resultant sol...